This data is from the Open Reaction Database (ORD), a public repository of structured organic reaction records. The task is: describe an organic reaction: reactants, conditions, products, and yield Reactants: O=O (oxygene), C(C)(C)(C)C1=CC=C(C=C1)C (4-t-butyltoluene), ON1C(N(C(N(C1=O)O)=O)O)=O (hexahydro-1,3,5-trihydroxy-1,3,5-triazine-2,4,6-trione). The reagents and catalysts are C(C)(=O)[O-].[Co+2].C(C)(=O)[O-] (cobalt(II) acetate). Solvent: C(C)(=O)O (acetic acid). Yields the product C(C)(C)(C)C1=CC=C(C(=O)O)C=C1 (4-t-butylbenzoic acid), C(C)(C)(C)C1=CC=C(C=O)C=C1 (4-t-butylbenzaldehyde). As a reaction SMILES: [C:1]([C:5]1[CH:10]=[CH:9][C:8]([CH3:11])=[CH:7][CH:6]=1)([CH3:4])([CH3:3])[CH3:2].[OH:12]N1C(=O)N(O)C(=O)N(O)[C:14]1=[O:23].[O:24]=O>C([O-])(=O)C.[Co+2].C([O-])(=O)C.C(O)(=O)C>[C:1]([C:5]1[CH:10]=[CH:9][C:8]([C:14]([OH:23])=[O:24])=[CH:7][CH:6]=1)([CH3:4])([CH3:3])[CH3:2].[C:1]([C:5]1[CH:6]=[CH:7][C:8]([CH:11]=[O:12])=[CH:9][CH:10]=1)([CH3:4])([CH3:3])[CH3:2] |f:3.4.5|. Procedure: A mixture of 0.445 g of 4-t-butyltoluene, 0.016 g of hexahydro-1,3,5-trihydroxy-1,3,5-triazine-2,4,6-trione (3% by mole relative to 4-t-butyltoluene), 5 g of acetic acid and 0.004 g of cobalt(II) acetate.4H2O was stirred at 100° C. in an atmosphere of oxygene gas (1 atm=0.1 MPa) for 2 hours. The resulting product in the reaction mixture was analyzed by gas chromatography and was found to yield 4-t-butylbenzoic acid and 4-t-butylbenzaldehyde in 97% and 1% yields, respectively, at 100% conversion ... Starting materials: COC(C)(C)C, CS(C)=O, COc1ccc2cccc(CCl)c2c1, N#C[K], O, O. Yields the product COc1ccc2cccc(CC#N)c2c1. Reaction SMILES: [C:23]([O:24][CH3:25])([CH3:26])([CH3:27])[CH3:28].[CH3:15][S:16]([CH3:17])=[O:18].[Cl:1][CH2:2][c:3]1[cH:4][cH:5][cH:6][c:7]2[cH:8][cH:9][c:10]([O:13][CH3:14])[cH:11][c:12]12.[K:20][C:21]#[N:22].[OH2:19].[OH2:29]>>[CH2:2]([c:3]1[cH:4][cH:5][cH:6][c:7]2[cH:8][cH:9][c:10]([O:13][CH3:14])[cH:11][c:12]12)[C:21]#[N:22]. Starting materials: FC(C(=O)O)(F)F (Trifluoroacetic acid), ClC=1C(=CC(=C(C(=O)OC(C)(C)C)C1)F)SC1=CC(=C(C=C1)Cl)Cl (tert-butyl 5-chloro-4-(3,4-dichlorophenylthio)-2-fluorobenzoate). Solvent: C(Cl)Cl (DCM). Reaction conditions: time 18 hour. Yields the product ClC=1C(=CC(=C(C(=O)O)C1)F)SC1=CC(=C(C=C1)Cl)Cl (5-chloro-4-(3,4-dichlorophenylthio)-2-fluorobenzoic acid). Isolated yield 99.9%. Reaction SMILES: FC(F)(F)C(O)=O.[Cl:8][C:9]1[C:10]([S:23][C:24]2[CH:29]=[CH:28][C:27]([Cl:30])=[C:26]([Cl:31])[CH:25]=2)=[CH:11][C:12]([F:22])=[C:13]([CH:21]=1)[C:14]([O:16]C(C)(C)C)=[O:15]>C(Cl)Cl>[Cl:8][C:9]1[C:10]([S:23][C:24]2[CH:29]=[CH:28][C:27]([Cl:30])=[C:26]([Cl:31])[CH:25]=2)=[CH:11][C:12]([F:22])=[C:13]([CH:21]=1)[C:14]([OH:16])=[O:15]. Reported procedure: Trifluoroacetic acid (1.04 mL, 14 mmol) was added to a mixture of tert-butyl 5-chloro-4-(3,4-dichlorophenylthio)-2-fluorobenzoate (571 mg, 1.40 mmol) in DCM (10 mL) and the reaction stirred at room temperature for 18 hours. The reaction was concentrated to dryness to give the title compound as a white solid (492 mg, 100%). No further purification. The reactants are BrC1=CC(=C(C=C1)[N+](=O)[O-])F (4-bromo-2-fluoro-1-nitro-benzene), N1[C@H](C(=O)O)CCC1 (L-proline), C([O-])([O-])=O.[K+].[K+] (potassium carbonate), Cl (HCl). Run in C(C)O (ethanol), O (water), O (water). The product is BrC=1C=CC(=C(C1)N1C(CCC1)C(=O)O)[N+](=O)[O-] (N-(5-bromo-2-nitro-phenyl)-pyrrolidine-2-carboxylic acid). Isolated yield 47.6%. As a reaction SMILES: [Br:1][C:2]1[CH:7]=[CH:6][C:5]([N+:8]([O-:10])=[O:9])=[C:4](F)[CH:3]=1.[NH:12]1[CH2:19][CH2:18][CH2:17][C@H:13]1[C:14]([OH:16])=[O:15].C(=O)([O-])[O-].[K+].[K+].Cl>C(O)C.O>[Br:1][C:2]1[CH:7]=[CH:6][C:5]([N+:8]([O-:10])=[O:9])=[C:4]([N:12]2[CH2:19][CH2:18][CH2:17][CH:13]2[C:14]([OH:16])=[O:15])[CH:3]=1 |f:2.3.4|. Procedure: A mixture of 4-bromo-2-fluoro-1-nitro-benzene (9 g, 40 mmol), L-proline (4.6 g, 40 mmol), and potassium carbonate (7 g, 50 mmol) in ethanol (50 ml) and water (40 ml) was heated to reflux for 5 hours. After cooling to room temperature, the mixture was diluted with water and was adjusted to pH 6 with 1N aqueous HCl solution. The mixture was extracted with EtOAc (2×100 mL), the combined organic extracts were washed with water, then brine, dried (MgSO4) and evaporated to afford N-(5-bromo-2-nitro-ph... Reactants: OB(O)c1ccccc1Br, O=C([O-])[O-], [K+], [K+], Nc1nc(N2CCOCC2)c2nc(Cl)ccc2n1, C1COCCO1, O, c1ccc(P(c2ccccc2)(c2ccccc2)[Pd](P(c2ccccc2)(c2ccccc2)c2ccccc2)(P(c2ccccc2)(c2ccccc2)c2ccccc2)P(c2ccccc2)(c2ccccc2)c2ccccc2)cc1. Yields the product Nc1nc(N2CCOCC2)c2nc(-c3ccccc3Br)ccc2n1. RXN SMILES: [Br:25][c:26]1[c:27]([B:32]([OH:33])[OH:34])[cH:28][cH:29][cH:30][cH:31]1.[C:19](=[O:20])([O-:21])[O-:22].[K+:23].[K+:24].[NH2:1][c:2]1[n:3][c:4]([N:13]2[CH2:14][CH2:15][O:16][CH2:17][CH2:18]2)[c:5]2[c:6]([n:7]1)[cH:8][cH:9][c:10]([Cl:12])[n:11]2.[O:35]1[CH2:36][CH2:37][O:38][CH2:39][CH2:40]1.[OH2:41].[cH:42]1[cH:43][cH:44][c:45]([P:46]([Pd:47]([P:48]([c:49]2[cH:50][cH:51][cH:52][cH:53][cH:54]2)([c:55]2[cH:56][cH:57][cH:58][cH:59][cH:60]2)[c:61]2[cH:62][cH:63][cH:64][cH:65][cH:66]2)([P:67]([c:68]2[cH:69][cH:70][cH:71][cH:72][cH:73]2)([c:74]2[cH:75][cH:76][cH:77][cH:78][cH:79]2)[c:80]2[cH:81][cH:82][cH:83][cH:84][cH:85]2)[P:86]([c:87]2[cH:88][cH:89][cH:90][cH:91][cH:92]2)([c:93]2[cH:94][cH:95][cH:96][cH:97][cH:98]2)[c:99]2[cH:100][cH:101][cH:102][cH:103][cH:104]2)([c:105]2[cH:106][cH:107][cH:108][cH:109][cH:110]2)[c:111]2[cH:112][cH:113][cH:114][cH:115][cH:116]2)[cH:117][cH:118]1>>[NH2:1][c:2]1[n:3][c:4]([N:13]2[CH2:14][CH2:15][O:16][CH2:17][CH2:18]2)[c:5]2[c:6]([n:7]1)[cH:8][cH:9][c:10](-[c:27]1[c:26]([Br:25])[cH:31][cH:30][cH:29][cH:28]1)[n:11]2. Starting materials: C(C)C1=CC(=C(C(O1)=O)C(CC)=O)O (6-Ethyl-4-hydroxy-3-propionyl-2-H-pyran-2-one), BrCCCO[Si](C)(C)C(C)(C)C (3-bromopropoxy-t-butyldimethylsilane), CN(C)P(=O)(N(C)C)N(C)C (HMPA), [Li+].CC(C)[N-]C(C)C (LDA). Run in C1CCOC1 (THF). Run at temperature 0 celsius, time 30 minute. Yields the product [Si](C)(C)(C(C)(C)C)OCCCC(C)C1=CC(=C(C(O1)=O)C(CC)=O)O (6-(5-(t-Butyldimethylsilyloxy)pentan-2-yl)-4-hydroxy-3-propionyl-2-H-pyran-2-one). As a reaction SMILES: [CH2:1]([C:3]1[O:8][C:7](=[O:9])[C:6]([C:10](=[O:13])[CH2:11][CH3:12])=[C:5]([OH:14])[CH:4]=1)[CH3:2].[Li+].CC([N-]C(C)C)C.Br[CH2:24][CH2:25][CH2:26][O:27][Si:28]([C:31]([CH3:34])([CH3:33])[CH3:32])([CH3:30])[CH3:29].CN(P(N(C)C)(N(C)C)=O)C>C1COCC1>[Si:28]([O:27][CH2:26][CH2:25][CH2:24][CH:1]([C:3]1[O:8][C:7](=[O:9])[C:6]([C:10](=[O:13])[CH2:11][CH3:12])=[C:5]([OH:14])[CH:4]=1)[CH3:2])([C:31]([CH3:34])([CH3:33])[CH3:32])([CH3:30])[CH3:29] |f:1.2|. Procedure details: 6-Ethyl-4-hydroxy-3-propionyl-2-H-pyran-2-one (III in Scheme 1; Example 1.2; 0.5 g; 2.56 mmol) was dissolved in 20 ml anhydrous THF and cooled to 0° C. under argon. To the cooled solution, was added LDA (5.12 ml of 1.5 M solution in cyclohexane; 7.68 mmol; Aldrich) and the reaction mixture was stirred for 30 min. To the cooled reaction mixture, was added 3-bromopropoxy-t-butyldimethylsilane (0.77 g; 3.07 mmol; Aldrich) and 1 ml HMPA (Aldrich). The reaction mixture was stirred for 30 min at 0° C....